Task: describe an organic reaction: reactants, conditions, products, and yield. Dataset: the Open Reaction Database (ORD), a public repository of structured organic reaction records Starting materials: OC1CC2=CC=CC=C2CC1 (2-hydroxytetraline), CC(C)=C (isobutylene). The reagents and catalysts are [Hg](Cl)Cl (mercury(II) chloride), [Al] (aluminium). Run at temperature 100 celsius, time 3 hour. The product is C(C)(C)(C)C1C(CCC2=CC=CC=C12)O (1-t-butyl-2-hydroxytetraline). The yield is 69.3%. Reaction SMILES: [OH:1][CH:2]1[CH2:11][CH2:10][C:9]2[C:4](=[CH:5][CH:6]=[CH:7][CH:8]=2)[CH2:3]1.[CH3:12][C:13](=[CH2:15])[CH3:14]>[Hg](Cl)Cl.[Al]>[C:13]([CH:3]1[C:4]2[C:9](=[CH:8][CH:7]=[CH:6][CH:5]=2)[CH2:10][CH2:11][CH:2]1[OH:1])([CH3:15])([CH3:14])[CH3:12]. Procedure: In an autoclave 222 g of 2-hydroxytetraline, 2.5 g of aluminium grit and 0.2 g of mercury(II) chloride are heated at 180° C for 1 h. After cooling 85 g of isobutylene are added and the mixture is stirred at 100° C for 3 h. In order to eliminate the catalyst the reaction product is washed with diluted hydrochloric acid. A subsequent distillation yields 212 g of 1-t-butyl-2-hydroxytetraline. Boiling point (13 mm Hg): 171° C. Melting point: 104° C. Reactants: CC(C)(C(=O)N1CCOCC1)S(=O)(=O)CC(C(=O)O)CC1=CC=CC=C1 ([[(1-methyl-1-(morpholinocarbonyl)ethyl]sulfonyl]methyl]hydrocinnamic acid), C1(CCCCC1)N=C=NC1CCCCC1 (dicyclohexylcarbodiimide), C=1C=CC2=C(C1)N=NN2O (HOBT), N (Ammonia). The solvent is C(Cl)Cl (methylene chloride), CN(C=O)C (dimethylformamide), C(Cl)Cl (methylene chloride). Conditions: time 4 hour. The product is CC(C)(C(=O)N1CCOCC1)S(=O)(=O)CC(C(=O)N)CC1=CC=CC=C1 ([[(1-methyl-1-(morpholinocarbonyl)ethyl]sulfonyl]methyl]hydrocinnamamide). RXN SMILES: [CH3:1][C:2]([S:12]([CH2:15][CH:16]([CH2:20][C:21]1[CH:26]=[CH:25][CH:24]=[CH:23][CH:22]=1)[C:17](O)=[O:18])(=[O:14])=[O:13])([C:4]([N:6]1[CH2:11][CH2:10][O:9][CH2:8][CH2:7]1)=[O:5])[CH3:3].C1([N:33]=C=NC2CCCCC2)CCCCC1.C1C=CC2N(O)N=NC=2C=1.N>C(Cl)Cl.CN(C)C=O>[CH3:1][C:2]([S:12]([CH2:15][CH:16]([CH2:20][C:21]1[CH:26]=[CH:25][CH:24]=[CH:23][CH:22]=1)[C:17]([NH2:33])=[O:18])(=[O:14])=[O:13])([C:4]([N:6]1[CH2:11][CH2:10][O:9][CH2:8][CH2:7]1)=[O:5])[CH3:3]. Reported procedure: Analogously to the procedure described by Wang et al. in Synthesis 1989, 37 a mixture of 15.34 g (40mmol) of (S)-α-[[[(1-methyl-1-(morpholinocarbonyl)ethyl]sulfonyl]methyl]hydrocinnamic acid, 9.29 g (40 mmol) of dicyclohexylcarbodiimide and 6.89 g (50 mmol) of HOBT in 160 ml of methylene chloride and 40 ml of dimethylformamide was stirred at room temperature for 4 hours. Thereafter, the reaction mixture was filtered, the yellowish solution obtained was diluted with 200 ml of methylene chloride a...